Dataset: the Open Reaction Database (ORD), a public repository of structured organic reaction records. Task: describe an organic reaction: reactants, conditions, products, and yield The reactants are C(C)(C)OC(=O)NC1=C(C(=O)OC)C(=CC(=C1)OCC1=CC=CC=C1)C (methyl 2-isopropoxycarbonylamino-4-benzyloxy-6-methyl-benzoate). Run in [OH-].[Na+] (sodium hydroxide), COCCOC (1,2-dimethoxyethane). Reaction conditions: time 8 hour. Product: C(C)(C)OC(=O)NC1=C(C(=O)O)C(=CC(=C1)OCC1=CC=CC=C1)C (2-(isopropoxy)carbonylamino-4-benzyloxy-6-methyl-benzoic acid). The yield is 58.0%. RXN SMILES: [CH:1]([O:4][C:5]([NH:7][C:8]1[CH:17]=[C:16]([O:18][CH2:19][C:20]2[CH:25]=[CH:24][CH:23]=[CH:22][CH:21]=2)[CH:15]=[C:14]([CH3:26])[C:9]=1[C:10]([O:12]C)=[O:11])=[O:6])([CH3:3])[CH3:2]>[OH-].[Na+].COCCOC>[CH:1]([O:4][C:5]([NH:7][C:8]1[CH:17]=[C:16]([O:18][CH2:19][C:20]2[CH:21]=[CH:22][CH:23]=[CH:24][CH:25]=2)[CH:15]=[C:14]([CH3:26])[C:9]=1[C:10]([OH:12])=[O:11])=[O:6])([CH3:3])[CH3:2] |f:1.2|. Procedure details: A solution of methyl 2-isopropoxycarbonylamino-4-benzyloxy-6-methyl-benzoate (171 mg, 0.000487 mol) in sodium hydroxide (4% solution, 10 ml) and 1,2-dimethoxyethane (10 ml) was refluxed for 4 hours and then left at room temperature overnight. The organic solvent was removed under reduced pressure, the aqueous extract was acidified to pH 3 with 5% hydrochloric acid. A white suspension was formed which was extracted with ethyl acetate. The ethyl acetate layer was dried over magnesium sulphate and ... Reactants: C(C1=CC=CC=C1)(=O)N1[C@@H](CSC12CCC(CC2)OC2=CC=C(C=C2)C(C)C)C(=O)NCCC(=O)OCC2=CC=CC=C2 (benzyl 3-({[(3R)-4-benzoyl-8-(4-isopropylphenoxy)-1-thia-4-azaspiro[4.5]decan-3-yl]carbonyl}amino)-propionate), aqueous solution, [OH-].[Na+] (sodium hydroxide), ice water, C(C)(=O)OCC (ethyl acetate), Cl (hydrochloric acid). The solvent is C(C)O (ethanol). Reaction conditions: time 4 hour. Product: C(C1=CC=CC=C1)(=O)N1[C@@H](CSC12CCC(CC2)OC2=CC=C(C=C2)C(C)C)C(=O)NCCC(=O)O (3-({[(3R)-4-benzoyl-8-(4-isopropylphenoxy)-1-thia-4-azaspiro[4.5]-decan-3-yl]carbonyl}amino)-propionic acid). Isolated yield 92.9%. Reaction SMILES: [C:1]([N:9]1[C:13]2([CH2:18][CH2:17][CH:16]([O:19][C:20]3[CH:25]=[CH:24][C:23]([CH:26]([CH3:28])[CH3:27])=[CH:22][CH:21]=3)[CH2:15][CH2:14]2)[S:12][CH2:11][C@H:10]1[C:29]([NH:31][CH2:32][CH2:33][C:34]([O:36]CC1C=CC=CC=1)=[O:35])=[O:30])(=[O:8])[C:2]1[CH:7]=[CH:6][CH:5]=[CH:4][CH:3]=1.[OH-].[Na+].C(OCC)(=O)C.Cl>C(O)C>[C:1]([N:9]1[C:13]2([CH2:14][CH2:15][CH:16]([O:19][C:20]3[CH:21]=[CH:22][C:23]([CH:26]([CH3:28])[CH3:27])=[CH:24][CH:25]=3)[CH2:17][CH2:18]2)[S:12][CH2:11][C@H:10]1[C:29]([NH:31][CH2:32][CH2:33][C:34]([OH:36])=[O:35])=[O:30])(=[O:8])[C:2]1[CH:3]=[CH:4][CH:5]=[CH:6][CH:7]=1 |f:1.2|. Reported procedure: In 8 ml of ethanol was dissolved 0.38 g of benzyl 3-({[(3R)-4-benzoyl-8-(4-isopropylphenoxy)-1-thia-4-azaspiro[4.5]decan-3-yl]carbonyl}amino)-propionate. Then, 1.90 ml of 1 mol/L aqueous solution of sodium hydroxide was added at 0-5° C., and the resulting mixture was stirred at ambient temperature for 4 hours. The reaction mixture was poured into a mixture of ice water and ethyl acetate, and the aqueous layer was separated. Ethyl acetate was added to the aqueous layer thus obtained, pH was adjus... The reactants are COC(C)(C)C, C1CCOC1, Cl, COCCOCOc1c(F)c(F)c2oc(C)cc2c1C=O. Yields the product Cc1cc2c(C=O)c(O)c(F)c(F)c2o1. Reaction SMILES: [C:28]([O:29][CH3:30])([CH3:31])([CH3:32])[CH3:33].[CH2:23]1[O:24][CH2:25][CH2:26][CH2:27]1.[ClH:22].[F:1][c:2]1[c:3]([F:21])[c:4]2[c:5]([cH:6][c:7]([CH3:9])[o:8]2)[c:10]([CH:19]=[O:20])[c:11]1[O:12][CH2:13][O:14][CH2:15][CH2:16][O:17][CH3:18]>>[F:1][c:2]1[c:3]([F:21])[c:4]2[c:5]([cH:6][c:7]([CH3:9])[o:8]2)[c:10]([CH:19]=[O:20])[c:11]1[OH:12]. Starting materials: BrC1=CC(=C(CC2C(N(CC2)C2CCCCC2)=O)C=C1)Cl (3-(4-bromo-2-chloro-benzyl)-1-cyclohexyl-pyrrolidin-2-one), C(C)(C)(C)OC(=O)C=1C=C(C=CC1)B(O)O (3-(tert-butoxycarbonyl)phenylboronic acid). Yields the product C(C)(C)(C)OC(=O)C=1C=C(C=CC1)C1=CC(=C(C=C1)CC1C(N(CC1)C1CCCCC1)=O)Cl (3′-Chloro-4′-(1-cyclohexyl-2-oxo-pyrrolidin-3-ylmethyl)-biphenyl-3-carboxylic acid tert-butyl ester). The yield is 80.1%. RXN SMILES: Br[C:2]1[CH:20]=[CH:19][C:5]([CH2:6][CH:7]2[CH2:11][CH2:10][N:9]([CH:12]3[CH2:17][CH2:16][CH2:15][CH2:14][CH2:13]3)[C:8]2=[O:18])=[C:4]([Cl:21])[CH:3]=1.[C:22]([O:26][C:27]([C:29]1[CH:30]=[C:31](B(O)O)[CH:32]=[CH:33][CH:34]=1)=[O:28])([CH3:25])([CH3:24])[CH3:23]>>[C:22]([O:26][C:27]([C:29]1[CH:34]=[C:33]([C:2]2[CH:20]=[CH:19][C:5]([CH2:6][CH:7]3[CH2:11][CH2:10][N:9]([CH:12]4[CH2:17][CH2:16][CH2:15][CH2:14][CH2:13]4)[C:8]3=[O:18])=[C:4]([Cl:21])[CH:3]=2)[CH:32]=[CH:31][CH:30]=1)=[O:28])([CH3:25])([CH3:23])[CH3:24]. Reported procedure: Using the procedure to synthesize Example 81 and using reagents 3-(4-bromo-2-chloro-benzyl)-1-cyclohexyl-pyrrolidin-2-one (500 mg, 1.35 mmol) and 3-(tert-butoxycarbonyl)phenylboronic acid (900 mg, 4.0 mmol) affords 506 mg (80%) of the title compound: Mass spectrum (apci) m/z=468.2 (M+H).